From a dataset of the Open Reaction Database (ORD), a public repository of structured organic reaction records. describe an organic reaction: reactants, conditions, products, and yield Starting materials: Cl (HCl), NN (hydrazine), [OH-].[K+] (potassium hydroxide), C[C@]12CC[C@@H]3C=4C=CC(=CC4CC=C3[C@@H]1CCC2=O)O (equilin). Run in C(COCCO)O (diethylene glycol), O (water). Reaction conditions: temperature 207 celsius, time 2 hour. Product: C[C@@]12CCC[C@H]1C1=CCC=3C=C(C=CC3[C@H]1CC2)O (Estra-1,3,5(10),7-tetraen-3-ol). Isolated yield 13.9%. RXN SMILES: [CH3:1][C@@:2]12[C:18](=O)[CH2:17][CH2:16][C@H:15]1[C:14]1[C@@H:5]([C:6]3[CH:7]=[CH:8][C:9]([OH:20])=[CH:10][C:11]=3[CH2:12][CH:13]=1)[CH2:4][CH2:3]2.NN.[OH-].[K+].Cl>C(O)COCCO.O>[CH3:1][C@:2]12[CH2:3][CH2:4][C@H:5]3[C:14](=[CH:13][CH2:12][C:11]4[CH:10]=[C:9]([OH:20])[CH:8]=[CH:7][C:6]=43)[C@@H:15]1[CH2:16][CH2:17][CH2:18]2 |f:2.3|. Procedure details: To a suspension of equilin (100.2 mg, 0.3733 mmol) in 2 mL of diethylene glycol were added hydrazine (59 μL, 1.9 mmol) and potassium hydroxide (0.04 g, 0.7 mmol). The mixture was stirred in an oil bath at 200-214° C. for 2 h, after which the cooled reaction was diluted with 10 mL of water, neutralized with 1N HCl, and extracted three times with 25 mL of ether. The combined organic extracts were washed with 10 mL of brine, dried over magnesium sulfate, filtered, concentrated, and purified by prep... Starting materials: C(C1=CC=CC=C1)O[C@H]1[C@@H](OC2(COC2)[C@H]([C@@H]1OCC1=CC=CC=C1)OCC1=CC=CC=C1)C1=CC(=C(C=C1)Cl)CC1=CC=C(C=C1)OCC ((6S,7S,8R,9S)-7,8,9-tris-benzyloxy-6-[4-chloro-3-(4-ethoxy-benzyl)-phenyl]-2,5-dioxa-spiro[3.5]nonane), C(=O)O (formic acid). Reagents/catalysts: [Pd] (Pd/C). Run in C1CCOC1.CCO (THF EtOH). Conditions: time 8 hour. Yields the product ClC1=C(C=C(C=C1)[C@@H]1OC2(COC2)[C@H]([C@@H]([C@H]1O)O)O)CC1=CC=C(C=C1)OCC ((6S,7R,8R,9S)-6-[4-chloro-3-(4-ethoxy-benzyl)-phenyl]-2,5-dioxa-spiro[3.5]nonane-7,8,9-triol). Yield: 49.1%. RXN SMILES: C([O:8][C@@H:9]1[C@@H:17]([O:18]CC2C=CC=CC=2)[C@H:16]([O:26]CC2C=CC=CC=2)[C:12]2([CH2:15][O:14][CH2:13]2)[O:11][C@H:10]1[C:34]1[CH:39]=[CH:38][C:37]([Cl:40])=[C:36]([CH2:41][C:42]2[CH:47]=[CH:46][C:45]([O:48][CH2:49][CH3:50])=[CH:44][CH:43]=2)[CH:35]=1)C1C=CC=CC=1.C(O)=O>C1COCC1.CCO.[Pd]>[Cl:40][C:37]1[CH:38]=[CH:39][C:34]([C@H:10]2[C@H:9]([OH:8])[C@@H:17]([OH:18])[C@H:16]([OH:26])[C:12]3([CH2:13][O:14][CH2:15]3)[O:11]2)=[CH:35][C:36]=1[CH2:41][C:42]1[CH:47]=[CH:46][C:45]([O:48][CH2:49][CH3:50])=[CH:44][CH:43]=1 |f:2.3|. Reported procedure: To a solution of (6S,7S,8R,9S)-7,8,9-tris-benzyloxy-6-[4-chloro-3-(4-ethoxy-benzyl)-phenyl]-2,5-dioxa-spiro[3.5]nonane (110 mg, 0.15 mmol) in THF:EtOH (1:1, 5 mL) was added 10% Pd/C (60 mg) followed by formic acid (0.46 mL, 12 mmol) and stirred under hydrogen atmosphere at room temperature for 8 hours. The reaction mixture was filtered through cetlie bed, neutralized with saturated aqueous NaHCO3 solution, extracted with EtOAc, concentrated and purified by preparative HPLC to furnish 31 mg of (6... Starting materials: FC=1C=C(C(=O)O)C=CC1C1=CC=NN1C (3-fluoro-4-(1-methyl-1H-pyrazol-5-yl)benzoic acid), ClN1C(CCC1=O)=O (N-chlorosuccinimide). Solvent: C1CCOC1 (THF). Conditions: time 1 hour. Product: ClC=1C=NN(C1C1=C(C=C(C(=O)O)C=C1)F)C (4-(4-chloro-1-methyl-1H-pyrazol-5-yl)-3-fluorobenzoic acid). Reaction SMILES: [F:1][C:2]1[CH:3]=[C:4]([CH:8]=[CH:9][C:10]=1[C:11]1[N:15]([CH3:16])[N:14]=[CH:13][CH:12]=1)[C:5]([OH:7])=[O:6].[Cl:17]N1C(=O)CCC1=O>C1COCC1>[Cl:17][C:12]1[CH:13]=[N:14][N:15]([CH3:16])[C:11]=1[C:10]1[CH:9]=[CH:8][C:4]([C:5]([OH:7])=[O:6])=[CH:3][C:2]=1[F:1]. Procedure: A solution of 3-fluoro-4-(1-methyl-1H-pyrazol-5-yl)benzoic acid (196 mg, 0.89 mmol) and N-chlorosuccinimide (119 mg, 0.89 mmol) in THF (5 mL) was stirred in a sealed tube at 70° C. After 1 h, the solution was partitioned between H2O-DCM, the aqueous phase was adjusted to pH 3 and the aqueous phase was washed several times with DCM. The combined organic fractions were dried (Na2SO4), concentrated under vacuum and used directly without further purification (192 mg, 85%): LC-MS (ES) m/z=255 (M+H)+. Starting materials: CCCCCC, CC#N, CCOC(C)=O, COC(=O)c1ccc(C(=O)N2CCCC(O)c3c2sc(C)c3C)cc1OC, C[Si](C)(C)Cl, [I-], [Na+]. Product: COC(=O)c1ccc(C(=O)N2CCCCc3c2sc(C)c3C)cc1OC. Reaction SMILES: [CH3:35][CH2:36][CH2:37][CH2:38][CH2:39][CH3:40].[CH3:41][C:42]#[N:43].[CH3:44][CH2:45][O:46][C:47](=[O:48])[CH3:49].[CH3:8][c:9]1[c:10]([CH3:34])[c:11]2[c:12]([s:33]1)[N:13]([C:19](=[O:20])[c:21]1[cH:22][c:23]([O:31][CH3:32])[c:24]([C:25](=[O:26])[O:27][CH3:28])[cH:29][cH:30]1)[CH2:14][CH2:15][CH2:16][CH:17]2[OH:18].[Cl:3][Si:4]([CH3:5])([CH3:6])[CH3:7].[I-:2].[Na+:1]>>[CH3:8][c:9]1[c:10]([CH3:34])[c:11]2[c:12]([s:33]1)[N:13]([C:19](=[O:20])[c:21]1[cH:22][c:23]([O:31][CH3:32])[c:24]([C:25](=[O:26])[O:27][CH3:28])[cH:29][cH:30]1)[CH2:14][CH2:15][CH2:16][CH2:17]2.